The task is: describe an organic reaction: reactants, conditions, products, and yield. This data is from the Open Reaction Database (ORD), a public repository of structured organic reaction records. The reactants are CN(C)C1CN(C(=O)OCc2ccccc2)CC1(C)C, CO. The product is CN(C)C1CNCC1(C)C. Reaction SMILES: [CH3:1][N:2]([CH:3]1[C:4]([CH3:18])([CH3:19])[CH2:5][N:6]([C:8]([O:9][CH2:10][c:11]2[cH:12][cH:13][cH:14][cH:15][cH:16]2)=[O:17])[CH2:7]1)[CH3:20].[CH3:21][OH:22]>>[CH3:1][N:2]([CH:3]1[C:4]([CH3:18])([CH3:19])[CH2:5][NH:6][CH2:7]1)[CH3:20]. Starting materials: N,N-di-sec.butyl-amides, mono-chlorobenzoic acids, N,N-di-sec.butylamides, trichlorobenzoic acids, BrC=1C=C(C(=O)N(C(C)CC)C(C)CC)C=CC1 (3-bromo-N,N-di-sec.butyl-benzamide), ClC=1C=C(C(=O)N(C(C)CC)C(C)CC)C=CC1Cl (3,4-dichloro-N,N-di-sec.butylbenzamide), ClC=1C=C(C(=O)N(CCCC)C(C)CC)C=CC1Cl (3,4-dichloro-N-sec.butyl-N-n-butyl-benzamide), IC=1C=C(C(=O)N(C(C)CC)C(C)CC)C=CC1 (3-iodo-N,N-di-sec.butyl-benzamide), CC=1C=C(C(=O)N(C(C)CC)C(C)CC)C=CC1 (3-methyl-N,N-di-sec.butyl-benzamide), ClC1=C(C(=O)N(C(C)CC)C(C)CC)C=C(C=C1Cl)Cl (2,3,5-trichloro-N,N-di-sec.butyl-benzamide), ClC1=C(C(=O)N(C(C)CC)C(C)CC)C(=CC=C1)Cl (2,6-dichloro-N,N-di-sec.butylbenzamide), ClC=1C=C(C(=O)N(C(C)CC)C(C)CC)C=C(C1)Cl (3,5-dichloro-N,N-di-sec.butyl-benzamide), ClC1=CC=C(C(=O)N(C(C)CC)C(C)CC)C=C1 (4-chloro-N,N-di-sec.butyl-benzamide), ClC1=C(C(=O)N(C(C)CC)C(C)CC)C=CC(=C1)Cl (2,4-dichloro-N,N-di-sec.butyl-benzamide). Product: ClC=1C=C(C(=O)N(C(C)CC)C(C)CC)C=CC1 (3-chloro-N,N-di-sec.butyl-benzamide). RXN SMILES: Br[C:2]1[CH:3]=[C:4]([CH:16]=[CH:17][CH:18]=1)[C:5]([N:7]([CH:12]([CH2:14][CH3:15])[CH3:13])[CH:8]([CH2:10][CH3:11])[CH3:9])=[O:6].[Cl:19]C1C=C(C=C(Cl)C=1)C(N(C(CC)C)C(CC)C)=O.ClC1C=CC(C(N(C(CC)C)C(CC)C)=O)=CC=1.ClC1C=C(C=CC=1Cl)C(N(C(CC)C)C(CC)C)=O.ClC1C=C(C=CC=1Cl)C(N(C(CC)C)CCCC)=O.ClC1C=C(Cl)C=CC=1C(N(C(CC)C)C(CC)C)=O.ClC1C=CC=C(Cl)C=1C(N(C(CC)C)C(CC)C)=O.IC1C=C(C=CC=1)C(N(C(CC)C)C(CC)C)=O.CC1C=C(C=CC=1)C(N(C(CC)C)C(CC)C)=O.ClC1C(Cl)=CC(Cl)=CC=1C(N(C(CC)C)C(CC)C)=O>>[Cl:19][C:2]1[CH:3]=[C:4]([CH:16]=[CH:17][CH:18]=1)[C:5]([N:7]([CH:12]([CH2:14][CH3:15])[CH3:13])[CH:8]([CH2:10][CH3:11])[CH3:9])=[O:6]. Procedure: 3-bromo-N,N-di-sec.butyl-benzamide; 3,5-dichloro-N,N-di-sec.butyl-benzamide; 3-bromo, 4-chloro-N,N-di-sec.butyl-benzamide; 3,4-dichloro-N,N-di-sec.butylbenzamide; 3,4-dichloro-N-sec.butyl-N-n-butyl-benzamide; 2,4-dichloro-N,N-di-sec.butyl-benzamide; 2,6-dichloro-N,N-di-sec.butylbenzamide; N,N-di-sec.butyl-amides from a mixture of mono-chlorobenzoic acids (about m.chloro = 83%; o.chloro = 15%; p.chloro = 2%); N,N-di-sec.butylamides from a mixture of trichlorobenzoic acids (about 2,3,6-trichloro =...